This data is from the Open Reaction Database (ORD), a public repository of structured organic reaction records. The task is: describe an organic reaction: reactants, conditions, products, and yield Reactants: CC1(OB(OC1(C)C)C1=CSC(=C1)C)C (4,4,5,5,-tetramethyl-2-(5-methylthiophen-3-yl)-1,3,2-dioxaborolane), FC(S(=O)(=O)OC1=CCN(CC1)C(=O)OC(C)(C)C)(F)F (tert-Butyl 4-{[(trifluoromethyl)sulfonyl]oxy}-5,6-dihydropyridine-1(2H)-carboxylate), crude product. The product is crude product, CC1=CC(=CS1)C1=CCN(CC1)C(=O)OC(C)(C)C (tert-Butyl 4-(5-methylthiophen-3-yl)-5,6-dihydropyridine-1(2H)-carboxylate). Yield: 69.4%. RXN SMILES: FC(F)(F)S(O[C:7]1[CH2:12][CH2:11][N:10]([C:13]([O:15][C:16]([CH3:19])([CH3:18])[CH3:17])=[O:14])[CH2:9][CH:8]=1)(=O)=O.CC1(C)C(C)(C)OB([C:30]2[CH:34]=[C:33]([CH3:35])[S:32][CH:31]=2)O1>>[CH3:35][C:33]1[S:32][CH:31]=[C:30]([C:7]2[CH2:12][CH2:11][N:10]([C:13]([O:15][C:16]([CH3:17])([CH3:18])[CH3:19])=[O:14])[CH2:9][CH:8]=2)[CH:34]=1. Reported procedure: tert-Butyl 4-{[(trifluoromethyl)sulfonyl]oxy}-5,6-dihydropyridine-1(2H)-carboxylate (1.66 g, 5.00 mmol) and a crude product of 4,4,5,5,-tetramethyl-2-(5-methylthiophen-3-yl)-1,3,2-dioxaborolane (3.40 g) were used to obtain a crude product of the title compound (970 mg) by synthesis in a similar manner to Reference Synthesis Example 139. The reactants are NC=1C=C(C(=O)NC)C=CC1 (3-Amino-N-methylbenzamide), BrC(C(=O)OCC)C1=CC=CC=C1 (ethyl 2-bromo-2-phenylacetate), CCN(C(C)C)C(C)C (DIPEA). Run in C(C)#N (acetonitrile). Reaction conditions: temperature 100 celsius, time 60 minute. Product: CNC(=O)C=1C=C(C=CC1)NC(C(=O)OCC)C1=CC=CC=C1 (ethyl 2-(3-(methylcarbamoyl)phenylamino)-2-phenylacetate). The yield is 92.7%. As a reaction SMILES: [NH2:1][C:2]1[CH:3]=[C:4]([CH:9]=[CH:10][CH:11]=1)[C:5]([NH:7][CH3:8])=[O:6].Br[CH:13]([C:19]1[CH:24]=[CH:23][CH:22]=[CH:21][CH:20]=1)[C:14]([O:16][CH2:17][CH3:18])=[O:15].CCN(C(C)C)C(C)C>C(#N)C>[CH3:8][NH:7][C:5]([C:4]1[CH:3]=[C:2]([NH:1][CH:13]([C:19]2[CH:24]=[CH:23][CH:22]=[CH:21][CH:20]=2)[C:14]([O:16][CH2:17][CH3:18])=[O:15])[CH:11]=[CH:10][CH:9]=1)=[O:6]. Reported procedure: 3-Amino-N-methylbenzamide (371 mg, 2.47 mmol), ethyl 2-bromo-2-phenylacetate (0.29 ml, 1.64 mmol), and DIPEA (0.43 ml, 2.47 mmol) were dissolved in acetonitrile (5 ml) and stirred under microwave irradiation into a sealed vial at 100° C. for 60 minutes (UPLC-MS: complete conversion). Acetonitrile was evaporated, and the crude residue was purified by flash chromatography (DCM/EtOAc=8/2) to obtain ethyl 2-(3-(methylcarbamoyl)phenylamino)-2-phenylacetate (475 mg, 92% yield). Starting materials: N1(CCNCC1)C1=CC(NC=N1)=O (6-piperazin-1-yl-3H-pyrimidin-4-one), N1(CCNCC1)C1=CC(NC=N1)=O (6-piperazin-1-yl-3H-pyrimidin-4-one), FC=1C=C(CN2CCNCC2)C=CC1 (1-(3-fluorobenz-yl)piperazine), C(C)(C)N(CC)C(C)C (diisopropylethylamine). Run in CC(CC)O (2-butanol). Run at temperature 80 celsius, time 8 hour. The product is FC=1C=C(CN2CCN(CC2)C2=CC(NC=N2)=O)C=CC1 (6-[4-(3-fluoro-benzyl)-piperazin-1-yl]-3H-pyrimidin-4-one). Yield: 65.3%. As a reaction SMILES: [N:1]1([C:7]2[N:12]=[CH:11][NH:10][C:9](=[O:13])[CH:8]=2)[CH2:6][CH2:5][NH:4][CH2:3][CH2:2]1.[F:14][C:15]1[CH:16]=[C:17]([CH:25]=[CH:26][CH:27]=1)[CH2:18]N1CCNCC1.C(N(C(C)C)CC)(C)C>CC(O)CC>[F:14][C:15]1[CH:16]=[C:17]([CH:25]=[CH:26][CH:27]=1)[CH2:18][N:4]1[CH2:5][CH2:6][N:1]([C:7]2[N:12]=[CH:11][NH:10][C:9](=[O:13])[CH:8]=2)[CH2:2][CH2:3]1. Procedure details: A mixture of 6-chloro-3H-pyrimidin-4-one (Intermediate 4; 100 mg, 0.77 mmol), 1-(3-fluorobenz-yl)piperazine (Aldrich; 194 mg, 1.0 mmol), and diisopropylethylamine (200 μL, 1.1 mmol) in 2-butanol (5 mL) was heated in a sealed scintillation vial on a hot plate at about 80° C. for 8 hours and then allowed to cool and stand at room temperature overnight. The mixture was filtered. The solid was washed with 2-butanol and air-dried to give 6-[4-(3-fluoro-benzyl)-piperazin-1-yl]-3H-pyrimidin-4-one (145 ... Starting materials: ClC=1C=C2C(=NC=NC2=CC1C(=O)N1CCCC1)NC(CCC(=O)O)C1=NC2=C(N1C(=O)OC(C)(C)C)C=CC(=C2)Cl (6-chloro-4-[1-(1-tert.-butyloxycarbonyl-5-chloro-1H-benzimidazol-2-yl)-3-hydroxycarbonyl-propyl-amino]-7-(pyrrolidin-1-yl-carbonyl)-quinazoline), S1C(=NC=C1)N1CCNCC1 (1-thiazol-2-yl-piperazine), CN(C)C(=[N+](C)C)ON1C2=C(C=CC=C2)N=N1.[B-](F)(F)(F)F (TBTU), FC(C(=O)O)(F)F (trifluoroacetic acid). Solvent: C(C)#N.O1CCCC1 (acetonitrile tetrahydrofuran). Product: ClC=1C=C2C(=NC=NC2=CC1C(=O)N1CCCC1)NC(CCC(=O)N1CCN(CC1)C=1SC=CN1)C1=NC2=C(N1)C=CC(=C2)Cl (6-chloro-4-[1-(5-chloro-1H-benzimidazol-2-yl)-3-(4-thiazol-2-yl-piperazin-1-yl-carbonyl)-propyl-amino]-7-(pyrrolidin-1-yl-carbonyl)-quinazoline). As a reaction SMILES: [Cl:1][C:2]1[CH:3]=[C:4]2[C:9](=[CH:10][C:11]=1[C:12]([N:14]1[CH2:18][CH2:17][CH2:16][CH2:15]1)=[O:13])[N:8]=[CH:7][N:6]=[C:5]2[NH:19][CH:20]([C:26]1[N:30](C(OC(C)(C)C)=O)[C:29]2[CH:38]=[CH:39][C:40]([Cl:42])=[CH:41][C:28]=2[N:27]=1)[CH2:21][CH2:22][C:23](O)=[O:24].[S:43]1[CH:47]=[CH:46][N:45]=[C:44]1[N:48]1[CH2:53][CH2:52][NH:51][CH2:50][CH2:49]1.CN(C(ON1N=NC2C=CC=CC1=2)=[N+](C)C)C.[B-](F)(F)(F)F.FC(F)(F)C(O)=O>C(#N)C.O1CCCC1>[Cl:1][C:2]1[CH:3]=[C:4]2[C:9](=[CH:10][C:11]=1[C:12]([N:14]1[CH2:15][CH2:16][CH2:17][CH2:18]1)=[O:13])[N:8]=[CH:7][N:6]=[C:5]2[NH:19][CH:20]([C:26]1[NH:30][C:29]2[CH:38]=[CH:39][C:40]([Cl:42])=[CH:41][C:28]=2[N:27]=1)[CH2:21][CH2:22][C:23]([N:51]1[CH2:52][CH2:53][N:48]([C:44]2[S:43][CH:47]=[CH:46][N:45]=2)[CH2:49][CH2:50]1)=[O:24] |f:2.3,5.6|. Reported procedure: Prepared analogously to Example 61 from 6-chloro-4-[1-(1-tert.-butyloxycarbonyl-5-chloro-1H-benzimidazol-2-yl)-3-hydroxycarbonyl-propyl-amino]-7-(pyrrolidin-1-yl-carbonyl)-quinazoline and 1-thiazol-2-yl-piperazine with TBTU in acetonitrile/tetrahydrofuran and subsequent reaction with trifluoroacetic acid. Reactants: NC1=NC2=CC=C(C=C2C=C1N1CCOCC1)C1=C(C=CC=C1C)C(=O)C1=CC=CC=C1 ((2-(2-Amino-3-morpholinoquinolin-6-yl)-3-methylphenyl)(phenyl)methanone), [BH4-].[Na+] (Sodium borohydride), C([O-])(O)=O (bicarbonate). Solvent: C(Cl)Cl (DCM), CO (MeOH), C(Cl)Cl (DCM). Product: NC1=NC2=CC=C(C=C2C=C1N1CCOCC1)C1=C(C=CC=C1C)C(O)C1=CC=CC=C1 ((2-(2-amino-3-morpholinoquinolin-6-yl)-3-methylphenyl)(phenyl)methanol). Reaction SMILES: [NH2:1][C:2]1[C:11]([N:12]2[CH2:17][CH2:16][O:15][CH2:14][CH2:13]2)=[CH:10][C:9]2[C:4](=[CH:5][CH:6]=[C:7]([C:18]3[C:23]([CH3:24])=[CH:22][CH:21]=[CH:20][C:19]=3[C:25]([C:27]3[CH:32]=[CH:31][CH:30]=[CH:29][CH:28]=3)=[O:26])[CH:8]=2)[N:3]=1.[BH4-].[Na+].C(=O)(O)[O-]>C(Cl)Cl.CO>[NH2:1][C:2]1[C:11]([N:12]2[CH2:13][CH2:14][O:15][CH2:16][CH2:17]2)=[CH:10][C:9]2[C:4](=[CH:5][CH:6]=[C:7]([C:18]3[C:23]([CH3:24])=[CH:22][CH:21]=[CH:20][C:19]=3[CH:25]([C:27]3[CH:28]=[CH:29][CH:30]=[CH:31][CH:32]=3)[OH:26])[CH:8]=2)[N:3]=1 |f:1.2|. Procedure: (2-(2-Amino-3-morpholinoquinolin-6-yl)-3-methylphenyl)(phenyl)methanone (0.152 g, 0.359 mmol) was dissolved in a mixture of DCM (4.0 mL) and MeOH (5.0 mL). Sodium borohydride (0.041 g, 1.077 mmol) was added to the mixture in three portions (each portion added at 3 h intervals) and the mixture was stirred at ambient temperature. The mixture was treated with DCM (10 mL) and saturated aqueous bicarbonate (10 mL) and stirred for 20 min. The phases were separated and the organic layer was concentrate... Starting materials: BrCC1CCCCC1 (bromomethylcyclohexane), C([O-])([O-])=O.[K+].[K+] (potassium carbonate), C1(CC1)CN1C(=O)NC=2N=CN(C2C1=O)CCC(C)=O (1-cyclopropylmethyl-7-(3-oxobutyl)xanthine). Run in CN(C)C=O (DMF). The product is C1(CC1)CN1C(=O)N(C=2N=CN(C2C1=O)CCC(C)=O)CC1CCCCC1 (1-(Cyclopropylmethyl)-3-cyclohexylmethyl-7-(3-oxobutyl)xanthine). As a reaction SMILES: [CH:1]1([CH2:4][N:5]2[C:14](=[O:15])[C:13]3[N:12]([CH2:16][CH2:17][C:18](=[O:20])[CH3:19])[CH:11]=[N:10][C:9]=3[NH:8][C:6]2=[O:7])[CH2:3][CH2:2]1.Br[CH2:22][CH:23]1[CH2:28][CH2:27][CH2:26][CH2:25][CH2:24]1.C(=O)([O-])[O-].[K+].[K+]>CN(C=O)C>[CH:1]1([CH2:4][N:5]2[C:14](=[O:15])[C:13]3[N:12]([CH2:16][CH2:17][C:18](=[O:20])[CH3:19])[CH:11]=[N:10][C:9]=3[N:8]([CH2:22][CH:23]3[CH2:28][CH2:27][CH2:26][CH2:25][CH2:24]3)[C:6]2=[O:7])[CH2:2][CH2:3]1 |f:2.3.4|. Reported procedure: The title compound was prepared by stirring 1-cyclopropylmethyl-7-(3-oxobutyl)xanthine, 5 g, with 4.6 mls of bromomethylcyclohexane and 5.2 g of potassium carbonate in 30 ml DMF over 5 hours. After evaporation of the solvent the title compound was purified by column chromatography (ether). Reactants: C(CC)C(C(=O)OC)CCCC=C (methyl 2-propyl-6-heptenoate), [OH-].[Na+] (sodium hydroxide), O (water). The solvent is C(C)O (ethanol). Yields the product C(CC)C(C(=O)O)CCCC=C (2-propyl-6-heptenoic acid). The yield is 75.2%. As a reaction SMILES: [CH2:1]([CH:4]([CH2:9][CH2:10][CH2:11][CH:12]=[CH2:13])[C:5]([O:7]C)=[O:6])[CH2:2][CH3:3].[OH-].[Na+].O>C(O)C>[CH2:1]([CH:4]([CH2:9][CH2:10][CH2:11][CH:12]=[CH2:13])[C:5]([OH:7])=[O:6])[CH2:2][CH3:3] |f:1.2|. Reported procedure: A mixture of methyl 2-propyl-6-heptenoate (1.8 g), sodium hydroxide (0.65 g), water (2 ml) and ethanol (100 ml) was heated under reflux for 2 hours. The solvent was removed under reduced pressure and the resulting residue was shaken with water and hexane. The aqueous layer was acidified with concentrated hydrochloric acid and extracted with ethyl acetate. The organic layer was dried and concentrated to give oil of 2-propyl-6-heptenoic acid (1.25 g). The reactants are CC(C)(C)OC(=O)Nc1cc(OC(C)(C)C)c(C#Cc2ccc(F)cc2)cc1N, CCOC(=O)CC(=O)c1cccc(-n2ccnn2)c1. Yields the product CC(C)(C)OC(=O)Nc1cc(OC(C)(C)C)c(C#Cc2ccc(F)cc2)cc1NC(=O)CC(=O)c1cccc(-n2ccnn2)c1. RXN SMILES: [C:1]([CH3:2])([CH3:3])([CH3:4])[O:5][C:6]([NH:7][c:8]1[c:9]([NH2:28])[cH:10][c:11]([C:19]#[C:20][c:21]2[cH:22][cH:23][c:24]([F:27])[cH:25][cH:26]2)[c:12]([O:14][C:15]([CH3:16])([CH3:17])[CH3:18])[cH:13]1)=[O:29].[CH2:30]([O:32][C:33](=[O:31])[CH2:34][C:35]([c:36]1[cH:37][c:38](-[n:42]2[n:43][n:44][cH:45][cH:46]2)[cH:39][cH:40][cH:41]1)=[O:47])[CH3:48]>>[C:1]([CH3:2])([CH3:3])([CH3:4])[O:5][C:6]([NH:7][c:8]1[c:9]([NH:28][C:33](=[O:32])[CH2:34][C:35]([c:36]2[cH:37][c:38](-[n:42]3[n:43][n:44][cH:45][cH:46]3)[cH:39][cH:40][cH:41]2)=[O:47])[cH:10][c:11]([C:19]#[C:20][c:21]2[cH:22][cH:23][c:24]([F:27])[cH:25][cH:26]2)[c:12]([O:14][C:15]([CH3:16])([CH3:17])[CH3:18])[cH:13]1)=[O:29].